From a dataset of the Open Reaction Database (ORD), a public repository of structured organic reaction records. describe an organic reaction: reactants, conditions, products, and yield Starting materials: Br, Cl, Cc1ccc(S(=O)(=O)Cl)cc1, Nc1nc(-c2cccc3ccccc23)cs1, c1ccncc1. Product: Cc1ccc(S(=O)(=O)Nc2nc(-c3cccc4ccccc34)cs2)cc1. As a reaction SMILES: [BrH:1].[ClH:29].[c:18]1([CH3:28])[cH:19][cH:20][c:21]([S:24](=[O:25])(=[O:26])[Cl:27])[cH:22][cH:23]1.[c:2]1(-[c:12]2[n:13][c:14]([NH2:17])[s:15][cH:16]2)[cH:3][cH:4][cH:5][c:6]2[cH:7][cH:8][cH:9][cH:10][c:11]12.[cH:30]1[cH:31][cH:32][n:33][cH:34][cH:35]1>>[c:2]1(-[c:12]2[n:13][c:14]([NH:17][S:24]([c:21]3[cH:20][cH:19][c:18]([CH3:28])[cH:23][cH:22]3)(=[O:25])=[O:26])[s:15][cH:16]2)[cH:3][cH:4][cH:5][c:6]2[cH:7][cH:8][cH:9][cH:10][c:11]12. As a reaction SMILES: [Cl:1][C:2]1[CH:7]=[C:6](Cl)[N:5]=[CH:4][N:3]=1.[S:9]1[CH:13]=[CH:12][CH:11]=[C:10]1B(O)O.C1C=CC(P(C2C=CC=CC=2)C2C=CC=CC=2)=CC=1.C([O-])([O-])=O.[Na+].[Na+]>CC([O-])=O.CC([O-])=O.[Pd+2].COCCOC>[Cl:1][C:2]1[CH:7]=[C:6]([C:10]2[S:9][CH:13]=[CH:12][CH:11]=2)[N:5]=[CH:4][N:3]=1 |f:3.4.5,6.7.8|. Reactants: ClC1=NC=NC(=C1)Cl (4,6-dichloro-pyrimidine), S1C(=CC=C1)B(O)O (thiophene-2-boronic acid), C1=CC=C(C=C1)P(C2=CC=CC=C2)C3=CC=CC=C3 (Ph3P), C(=O)([O-])[O-].[Na+].[Na+] (Na2CO3). Solvent: COCCOC (DME). Conditions: temperature 100 celsius. Yields the product ClC1=NC=NC(=C1)C=1SC=CC1 (4-chloro-6-thiophen-2-yl-pyrimidine). Reagents/catalysts: CC(=O)[O-].CC(=O)[O-].[Pd+2] (Pd(OAc)2). Procedure: To a flask fitted with a condenser was added 4,6-dichloro-pyrimidine (500 mg, 3.36 mmol), thiophene-2-boronic acid (429 mg, 3.36 mmol), Pd(OAc)2 (38 mg, 0.17 mmol), Ph3P (88 mg, 0.34 mmol), 1 M Na2CO3 (10.4 mL, 10.4 mmol), and DME (20 mL). The resulting mixture was heated at 100° C. for 18 h. After cooling, the resulting mixture was partitioned between CHCl3 (30 mL) and water (30 mL). The organic layer was dried and concentrated to yield a crude residue which was purified on SiO2 (0-30% EtOAc/he... The reactants are COCCOC=1C=C(OCCOC=2C(=NC=CN2)N2CCN(CC2)C(=O)OC(C)(C)C)C=CC1 (tert-Butyl 4-(3-{2[3-(2-methoxyethoxy)phenoxy]ethoxy}-2-pyrazinyl)-1-piperazinecarboxylate). Run in CCOC(=O)C (EtOAc), CCOCC (ether), Cl.CCOCC (HCl ether). Run at time 3 hour. Product: COCCOC=1C=C(OCCOC2=NC=CN=C2N2CCNCC2)C=CC1 (2-{2-[3-(2-Methoxyethoxy)phenoxy]ethoxy}-3-(1-piperazinyl)pyrazine). Isolated yield 69.0%. Reaction SMILES: [CH3:1][O:2][CH2:3][CH2:4][O:5][C:6]1[CH:7]=[C:8]([CH:32]=[CH:33][CH:34]=1)[O:9][CH2:10][CH2:11][O:12][C:13]1[C:14]([N:19]2[CH2:24][CH2:23][N:22](C(OC(C)(C)C)=O)[CH2:21][CH2:20]2)=[N:15][CH:16]=[CH:17][N:18]=1>CCOC(C)=O.CCOCC.Cl.CCOCC>[CH3:1][O:2][CH2:3][CH2:4][O:5][C:6]1[CH:7]=[C:8]([CH:32]=[CH:33][CH:34]=1)[O:9][CH2:10][CH2:11][O:12][C:13]1[C:14]([N:19]2[CH2:24][CH2:23][NH:22][CH2:21][CH2:20]2)=[N:15][CH:16]=[CH:17][N:18]=1 |f:3.4|. Procedure details: The product obtained in Step 1 above was dissolved in a mixture of EtOAc (18 mL) and ether (9 mL) and 5 M HCl/ether (9 mL) was added. The mixture was stirred at room temperature for 3 h. The precipitatated hydrochloride salt was filtered off and washed thoroughly with ether. The hydrochloride was dissolved in EtOAc/MeOH/Et3N (100:40:5) and purified by column chromatography on silica using NH3-satd. EtOAc/CH3OH (100:15) as eluent. The combined pure fractions were concentrated in vacuo and the res...